From a dataset of the Open Reaction Database (ORD), a public repository of structured organic reaction records. describe an organic reaction: reactants, conditions, products, and yield Starting materials: [Si](C)(C)(C(C)(C)C)OC=1C=C(C=CC1)C=1N=C(C2=C(N1)C=C(S2)CCNC(OC(C)(C)C)=O)N2CCOCC2 (tert-butyl 2-(2-(3-(tert-butyldimethylsilyloxy)phenyl)-4-morpholinothieno[3,2-d]pyrimidin-6-yl)ethylcarbamate), C(Cl)Cl (DCM), CO (MeOH). Run in C(=O)(C(F)(F)F)O.C(Cl)Cl (TFA DCM). Reaction conditions: time 2 hour. Yields the product [Si](C)(C)(C(C)(C)C)OC=1C=C(C=CC1)C=1N=C(C2=C(N1)C=C(S2)CCN)N2CCOCC2 (2-(2-(3-(tert-butyldimethylsilyloxy)phenyl)-4-morpholinothieno[3,2-d]pyrimidin-6-yl)ethanamine). RXN SMILES: [Si:1]([O:8][C:9]1[CH:10]=[C:11]([C:15]2[N:16]=[C:17]([N:34]3[CH2:39][CH2:38][O:37][CH2:36][CH2:35]3)[C:18]3[S:23][C:22]([CH2:24][CH2:25][NH:26]C(=O)OC(C)(C)C)=[CH:21][C:19]=3[N:20]=2)[CH:12]=[CH:13][CH:14]=1)([C:4]([CH3:7])([CH3:6])[CH3:5])([CH3:3])[CH3:2].C(Cl)Cl.CO>C(O)(C(F)(F)F)=O.C(Cl)Cl>[Si:1]([O:8][C:9]1[CH:10]=[C:11]([C:15]2[N:16]=[C:17]([N:34]3[CH2:35][CH2:36][O:37][CH2:38][CH2:39]3)[C:18]3[S:23][C:22]([CH2:24][CH2:25][NH2:26])=[CH:21][C:19]=3[N:20]=2)[CH:12]=[CH:13][CH:14]=1)([C:4]([CH3:6])([CH3:7])[CH3:5])([CH3:3])[CH3:2] |f:3.4|. Reported procedure: tert-butyl 2-(2-(3-(tert-butyldimethylsilyloxy)phenyl)-4-morpholinothieno[3,2-d]pyrimidin-6-yl)ethylcarbamate (10.0 mg, 1.0 eq.) was solved in 3 ml of TFA:DCM (1:1). The reaction mixture was stirred at room temperature for 2 h. The silica column chromatography (DCM:MeOH/95:5) gave the title compound. The reactants are C1CCOC1, CCOC(C)=O, Clc1ccccc1-n1ncc2c(Cl)ncnc21, [H-], [Na+], COCC(C)OCC(O)C(=O)Nc1cnc(C)cn1. Yields the product COCC(C)OCC(Oc1ncnc2c1cnn2-c1ccccc1Cl)C(=O)Nc1cnc(C)cn1. RXN SMILES: [CH2:39]1[O:40][CH2:41][CH2:42][CH2:43]1.[CH3:44][CH2:45][O:46][C:47](=[O:48])[CH3:49].[Cl:22][c:23]1[c:24]2[c:25]([n:26][cH:27][n:28]1)[n:29](-[c:32]1[c:33]([Cl:38])[cH:34][cH:35][cH:36][cH:37]1)[n:30][cH:31]2.[H-:1].[Na+:2].[OH:3][CH:4]([C:5](=[O:6])[NH:7][c:8]1[n:9][cH:10][c:11]([CH3:14])[n:12][cH:13]1)[CH2:15][O:16][CH:17]([CH2:18][O:19][CH3:20])[CH3:21]>>[O:3]([CH:4]([C:5](=[O:6])[NH:7][c:8]1[n:9][cH:10][c:11]([CH3:14])[n:12][cH:13]1)[CH2:15][O:16][CH:17]([CH2:18][O:19][CH3:20])[CH3:21])[c:23]1[c:24]2[c:25]([n:26][cH:27][n:28]1)[n:29](-[c:32]1[c:33]([Cl:38])[cH:34][cH:35][cH:36][cH:37]1)[n:30][cH:31]2. The reactants are C(C(=O)Cl)(=O)Cl (Oxalyl chloride), C(CCC#C)(=O)O (pent-4-ynoic acid), ClC=1C=C(C=CC1)NC ((3-chloro-phenyl)-methyl-amine). The solvent is C(Cl)Cl (DCM). Run at temperature 50 celsius, time 1 hour. Yields the product ClC=1C=C(C=CC1)N(C(CCC#C)=O)C (pent-4-ynoic acid (3-chloro-phenyl)-methyl-amide). Isolated yield 88.2%. RXN SMILES: C(Cl)(=O)C(Cl)=O.[C:7]([OH:13])(=O)[CH2:8][CH2:9][C:10]#[CH:11].[Cl:14][C:15]1[CH:16]=[C:17]([NH:21][CH3:22])[CH:18]=[CH:19][CH:20]=1>C(Cl)Cl>[Cl:14][C:15]1[CH:16]=[C:17]([N:21]([CH3:22])[C:7](=[O:13])[CH2:8][CH2:9][C:10]#[CH:11])[CH:18]=[CH:19][CH:20]=1. Reported procedure: Oxalyl chloride (89 μL, 1.02 mmol) was added to a solution of pent-4-ynoic acid (50 mg, 0.51 mmol) in DCM (3 mL). The reaction mixture was stirred at 50° C. for 1 hour, was cooled to 0° C. and was added dropwise to a solution of (3-chloro-phenyl)-methyl-amine (62 μL, 0.51 mmol). The reaction mixture was stirred for 2 hours at room temperature. After evaporation of the solvent, the crude residue was purified by flash chromatography (DCM/MeOH 99:1) to yield 100 mg (0.45 mmol, 88%) of pent-4-ynoic ... Reactants: ClC1=NC(=CC=C1[N+](=O)[O-])Cl (2,6-Dichloro-3-nitropyridine), NC1CCC(CC1)O (4-aminocyclohexanol), CCN(C(C)C)C(C)C (DIEA), C(C)O (ethanol). Yields the product OC1CCC(CC1)N1C=NC=2C1=NC(=CC2)O (3-(4-Hydroxycyclohexyl)-3H-imidazo[4,5-b]pyridin-5-ol). As a reaction SMILES: Cl[C:2]1[C:7]([N+:8]([O-])=O)=[CH:6][CH:5]=[C:4](Cl)[N:3]=1.NC1C[CH2:17][CH:16]([OH:19])[CH2:15]C1.CC[N:22]([CH:26]([CH3:28])[CH3:27])[CH:23](C)C.C([OH:31])C>>[OH:19][CH:16]1[CH2:17][CH2:27][CH:26]([N:22]2[C:2]3=[N:3][C:4]([OH:31])=[CH:5][CH:6]=[C:7]3[N:8]=[CH:23]2)[CH2:28][CH2:15]1. Procedure details: 2,6-Dichloro-3-nitropyridine (0.500 g, 2.59 mmol), 4-aminocyclohexanol (0.298 g, 2.59 mmol), DIEA (1.00 ml, 5.73 mmol) and ethanol (2.0 ml) were heated to 80° C. for 18 h in a sealed flask. The solvent was removed under reduced pressure and the residual solid was purified by preparative HPLC to give the title compound (0.894 g). LCMS m/z=272.2 [M+H]+; 1H NMR (400 MHz, acetonitrile-d3) δ ppm 1.3-1.52 (m, 4H), 2.0-2.1 (m, 2H), 2.15-2.2 (m, 2H), 2.74 (br s, 1H), 6.67 (d, J=8.6 Hz, 1H), 8.16 (br s, ...